This data is from the Open Reaction Database (ORD), a public repository of structured organic reaction records. The task is: describe an organic reaction: reactants, conditions, products, and yield Procedure details: A mixture of 5.18 g of piperazine and 6.37 g of an anhydride of 6-fluoro-7-chloro-1-methylamino-4-oxo-1,4-dihydro-quinoline-3-carboxylic acid and difluoroboric acid formed with 32 ml of dimethyl sulfoxide is stirred at 110° C. for 3 hours. To the reaction mixture 51 ml of a 6 weight/vol % aqueous sodium hydroxide solution are added and the aqueous reaction mixture is stirred under slight boiling for 2 hours. The reaction mixture is filtered, the filtrate is evaporated in vacuo to two-thirds of i... As a reaction SMILES: [NH:1]1[CH2:6][CH2:5][NH:4][CH2:3][CH2:2]1.[F:7][C:8]1[CH:9]=[C:10]2[C:15](=[CH:16][C:17]=1Cl)[N:14]([NH:19][CH3:20])[CH:13]=[C:12]([C:21]([OH:23])=[O:22])[C:11]2=[O:24].B(F)(F)O.[OH-].[Na+].[CH3:31]S(C)=O>>[F:7][C:8]1[CH:9]=[C:10]2[C:15](=[CH:16][C:17]=1[N:1]1[CH2:6][CH2:5][NH:4][CH2:3][CH2:2]1)[N:14]([NH:19][CH2:20][CH3:31])[CH:13]=[C:12]([C:21]([OH:23])=[O:22])[C:11]2=[O:24] |f:3.4|. Run at temperature 110 celsius, time 3 hour. The yield is 82.0%. Starting materials: N1CCNCC1 (piperazine), anhydride, FC=1C=C2C(C(=CN(C2=CC1Cl)NC)C(=O)O)=O (6-fluoro-7-chloro-1-methylamino-4-oxo-1,4-dihydro-quinoline-3-carboxylic acid), B(O)(F)F (difluoroboric acid), mixture, [OH-].[Na+] (sodium hydroxide), CS(=O)C (dimethyl sulfoxide). Product: FC=1C=C2C(C(=CN(C2=CC1N1CCNCC1)NCC)C(=O)O)=O (6-fluoro-1-ethylamino-7-piperazino-4-oxo-1,4-dihydro-quinoline-3-carboxylic acid). Reactants: Cn1ncc(C(=O)O)c1SCc1ccccc1, Cc1ccccc1, CN(C)C=O, Cl, Cl, [K+], C1CCOC1, [OH-], O, NO, O=S(Cl)Cl. As a reaction SMILES: [CH2:1]([c:2]1[cH:3][cH:4][cH:5][cH:6][cH:7]1)[S:8][c:9]1[c:10]([C:15](=[O:16])[OH:17])[cH:11][n:12][n:13]1[CH3:14].[CH3:28][c:29]1[cH:30][cH:31][cH:32][cH:33][cH:34]1.[CH3:41][N:42]([CH3:43])[CH:44]=[O:45].[ClH:22].[ClH:27].[K+:26].[O:36]1[CH2:37][CH2:38][CH2:39][CH2:40]1.[OH-:25].[OH2:35].[OH:23][NH2:24].[S:18]([Cl:19])([Cl:20])=[O:21]>>[CH2:1]([c:2]1[cH:3][cH:4][cH:5][cH:6][cH:7]1)[S:8][c:9]1[c:10]([C:15](=[O:17])[NH:24][OH:23])[cH:11][n:12][n:13]1[CH3:14]. Yields the product Cn1ncc(C(=O)NO)c1SCc1ccccc1. The reactants are COc1ccc2c(COc3cccc4[nH]c(C(=O)O)cc34)coc2c1, Cl, Cl, Cl, CC1CN(C(C)CN2CCC(N)CC2)CCC1O. Product: COc1ccc2c(COc3cccc4[nH]c(C(=O)NC5CCN(CC(C)N6CCC(O)C(C)C6)CC5)cc34)coc2c1. Reaction SMILES: [CH3:1][O:2][c:3]1[cH:4][c:5]2[c:6]([c:7]([CH2:10][O:11][c:12]3[c:13]4[cH:14][c:15]([C:21](=[O:22])[OH:23])[nH:16][c:17]4[cH:18][cH:19][cH:20]3)[cH:8][o:9]2)[cH:24][cH:25]1.[ClH:26].[ClH:27].[ClH:28].[NH2:29][CH:30]1[CH2:31][CH2:32][N:33]([CH2:36][CH:37]([CH3:38])[N:39]2[CH2:40][CH:41]([CH3:46])[CH:42]([OH:45])[CH2:43][CH2:44]2)[CH2:34][CH2:35]1>>[CH3:1][O:2][c:3]1[cH:4][c:5]2[c:6]([c:7]([CH2:10][O:11][c:12]3[c:13]4[cH:14][c:15]([C:21](=[O:23])[NH:29][CH:30]5[CH2:31][CH2:32][N:33]([CH2:36][CH:37]([CH3:38])[N:39]6[CH2:40][CH:41]([CH3:46])[CH:42]([OH:45])[CH2:43][CH2:44]6)[CH2:34][CH2:35]5)[nH:16][c:17]4[cH:18][cH:19][cH:20]3)[cH:8][o:9]2)[cH:24][cH:25]1.